Task: describe an organic reaction: reactants, conditions, products, and yield. Dataset: the Open Reaction Database (ORD), a public repository of structured organic reaction records The reactants are C(C1=CC=CC=C1)OC=1C(=NC=CC1)NC=1SC=C(N1)CCN1C(C2=CC=CC=C2C1=O)=O (2-(2-(2-(3-(benzyloxy)pyridin-2-ylamino)thiazol-4-yl)ethyl)isoindoline-1,3-dione), O.NN (hydrazine hydrate). The solvent is CO (methanol). Yields the product NCCC=1N=C(SC1)NC1=NC=CC=C1OCC1=CC=CC=C1 (4-(2-aminoethyl)-N-(3-(benzyloxy)pyridin-2-yl)thiazol-2-amine). RXN SMILES: [CH2:1]([O:8][C:9]1[C:10]([NH:15][C:16]2[S:17][CH:18]=[C:19]([CH2:21][CH2:22][N:23]3C(=O)C4C(=CC=CC=4)C3=O)[N:20]=2)=[N:11][CH:12]=[CH:13][CH:14]=1)[C:2]1[CH:7]=[CH:6][CH:5]=[CH:4][CH:3]=1.O.NN>CO>[NH2:23][CH2:22][CH2:21][C:19]1[N:20]=[C:16]([NH:15][C:10]2[C:9]([O:8][CH2:1][C:2]3[CH:7]=[CH:6][CH:5]=[CH:4][CH:3]=3)=[CH:14][CH:13]=[CH:12][N:11]=2)[S:17][CH:18]=1 |f:1.2|. Procedure: A mixture of 2-(2-(2-(3-(benzyloxy)pyridin-2-ylamino)thiazol-4-yl)ethyl)isoindoline-1,3-dione (13.8 g, 30.2 mmol) and hydrazine hydrate (3.03 g, 60.5 mmol) in methanol (150 mL) was heated at reflux for 3 hours, then cooled and concentrated. The crude residue was used in the next step without purification.